From a dataset of the Open Reaction Database (ORD), a public repository of structured organic reaction records. describe an organic reaction: reactants, conditions, products, and yield RXN SMILES: [Br:7][c:8]1[cH:9][cH:10][c:11]([I:14])[n:12][cH:13]1.[CH2:1]1[CH2:2][S:3][CH2:4][CH2:5][NH:6]1.[CH3:15][c:16]1[cH:17][cH:18][cH:19][cH:20][cH:21]1.[O:24]=[C:25]([CH:26]=[CH:27][c:28]1[cH:29][cH:30][cH:31][cH:32][cH:33]1)[CH:34]=[CH:35][c:36]1[cH:37][cH:38][cH:39][cH:40][cH:41]1.[O:42]=[C:43]([CH:44]=[CH:45][c:46]1[cH:47][cH:48][cH:49][cH:50][cH:51]1)[CH:52]=[CH:53][c:54]1[cH:55][cH:56][cH:57][cH:58][cH:59]1.[O:60]=[C:61]([CH:62]=[CH:63][c:64]1[cH:65][cH:66][cH:67][cH:68][cH:69]1)[CH:70]=[CH:71][c:72]1[cH:73][cH:74][cH:75][cH:76][cH:77]1.[Pd:22].[Pd:23]>>[CH2:1]1[CH2:2][S:3][CH2:4][CH2:5][N:6]1[c:11]1[cH:10][cH:9][c:8]([Br:7])[cH:13][n:12]1. Product: Brc1ccc(N2CCSCC2)nc1. Starting materials: Brc1ccc(I)nc1, C1CSCCN1, Cc1ccccc1, O=C(C=Cc1ccccc1)C=Cc1ccccc1, O=C(C=Cc1ccccc1)C=Cc1ccccc1, O=C(C=Cc1ccccc1)C=Cc1ccccc1, [Pd], [Pd]. The reactants are [BH4-], CO, CC(C)N1CCNCC1, NC(=O)c1ccc(Oc2ccc(C=O)cc2)nc1, [Na+]. Product: CC(C)N1CCN(Cc2ccc(Oc3ccc(C(N)=O)cn3)cc2)CC1. As a reaction SMILES: [BH4-:28].[CH3:30][OH:31].[CH:19]([CH3:20])([CH3:21])[N:22]1[CH2:23][CH2:24][NH:25][CH2:26][CH2:27]1.[CH:1](=[O:2])[c:3]1[cH:4][cH:5][c:6]([O:7][c:8]2[n:9][cH:10][c:11]([C:12](=[O:13])[NH2:14])[cH:15][cH:16]2)[cH:17][cH:18]1.[Na+:29]>>[CH2:1]([c:3]1[cH:4][cH:5][c:6]([O:7][c:8]2[n:9][cH:10][c:11]([C:12](=[O:13])[NH2:14])[cH:15][cH:16]2)[cH:17][cH:18]1)[N:25]1[CH2:24][CH2:23][N:22]([CH:19]([CH3:20])[CH3:21])[CH2:27][CH2:26]1. Starting materials: BrC1=C2C=CC=CC2=C(C2=C1SC(=C2C)C)C2=CC(=C(C=C2)O)C2CCCC2 (4-(9-bromo-2,3-dimethyl-naphtho[2,3-b]thiophen-4-yl)-2-cyclopentyl-phenol), oil, COC1=C(SC=C1C(=O)OC)S(=O)(=O)Cl (3-methoxy-4-(methoxycarbonyl)thiophene-2-sulphonylchloride). Run in N,N-DMF, [H-].[Na+] (NaH), N,N-DMF. Reaction conditions: time 0.5 hour. Yields the product COC(=O)C1=CSC(=C1OC)S(=O)(=O)OC1=C(C=C(C=C1)C1=C2C=CC=CC2=C(C=2SC(=C(C21)C)C)Br)C2CCCC2 (5-[4-(9-Bromo-2,3-dimethyl-naphtho[2,3-b]thiophen-4-yl)-2-cyclopentyl-phenoxysulfonyl]-4-methoxy-thiophene-3-carboxylic acid methyl ester). The yield is 64.0%. RXN SMILES: [Br:1][C:2]1[C:11]2[S:12][C:13]([CH3:16])=[C:14]([CH3:15])[C:10]=2[C:9]([C:17]2[CH:22]=[CH:21][C:20]([OH:23])=[C:19]([CH:24]3[CH2:28][CH2:27][CH2:26][CH2:25]3)[CH:18]=2)=[C:8]2[C:3]=1[CH:4]=[CH:5][CH:6]=[CH:7]2.[CH3:29][O:30][C:31]1[C:35]([C:36]([O:38][CH3:39])=[O:37])=[CH:34][S:33][C:32]=1[S:40](Cl)(=[O:42])=[O:41]>[H-].[Na+]>[CH3:39][O:38][C:36]([C:35]1[C:31]([O:30][CH3:29])=[C:32]([S:40]([O:23][C:20]2[CH:21]=[CH:22][C:17]([C:9]3[C:10]4[C:14]([CH3:15])=[C:13]([CH3:16])[S:12][C:11]=4[C:2]([Br:1])=[C:3]4[C:8]=3[CH:7]=[CH:6][CH:5]=[CH:4]4)=[CH:18][C:19]=2[CH:24]2[CH2:28][CH2:27][CH2:26][CH2:25]2)(=[O:41])=[O:42])[S:33][CH:34]=1)=[O:37] |f:2.3|. Reported procedure: At ambient temperature, to a stirred solution of 4-(9-bromo-2,3-dimethyl-naphtho[2,3-b]thiophen-4-yl)-2-cyclopentyl-phenol (0.308 g, 0.683 mmol) in N,N-DMF (3.41 mL) was added in one portion 60% NaH/mineral oil (27.3 mg, 0.683 mmol). After 0.5 h, to the reaction was added a solution of commercial 3-methoxy-4-(methoxycarbonyl)thiophene-2-sulphonylchloride (0.204 g, 0.751 mmol) in N,N-DMF (1.37 mL). After 1 h, the reaction was quenched with 1 N HCl (50 mL) combined with product from an identical e... Reaction SMILES: FC1C=CC(NC(=O)NC2C=CC(C3C=C4C(=CC=3)C(=O)N([C@@H](C(C)C)C(O)=O)C4)=CC=2)=CC=1.[CH3:35][O:36][C:37]1[CH:38]=[C:39]([NH:43][C:44](=[O:70])[NH:45][C:46]2[CH:51]=[CH:50][C:49]([C:52]3[CH:53]=[C:54]4[C:58](=[CH:59][CH:60]=3)[C:57](=[O:61])[N:56]([C@@H:62]([CH:67]([CH3:69])[CH3:68])[C:63]([O:65]C)=[O:64])[CH2:55]4)=[CH:48][CH:47]=2)[CH:40]=[CH:41][CH:42]=1>>[CH3:35][O:36][C:37]1[CH:38]=[C:39]([NH:43][C:44](=[O:70])[NH:45][C:46]2[CH:47]=[CH:48][C:49]([C:52]3[CH:53]=[C:54]4[C:58](=[CH:59][CH:60]=3)[C:57](=[O:61])[N:56]([C@@H:62]([CH:67]([CH3:68])[CH3:69])[C:63]([OH:65])=[O:64])[CH2:55]4)=[CH:50][CH:51]=2)[CH:40]=[CH:41][CH:42]=1. Starting materials: FC1=CC=C(C=C1)NC(NC1=CC=C(C=C1)C=1C=C2CN(C(C2=CC1)=O)[C@H](C(=O)O)C(C)C)=O ((S)-2-(5-(4-(3-(4-Fluorophenyl)ureido)phenyl)-1-oxoisoindolin-2-yl)-3-methylbutanoic acid), COC=1C=C(C=CC1)NC(NC1=CC=C(C=C1)C=1C=C2CN(C(C2=CC1)=O)[C@H](C(=O)OC)C(C)C)=O ((S)-Methyl 2-(5-(4-(3-(3-methoxyphenyl)ureido)phenyl)-1-oxoisoindolin-2-yl)-3-methylbutanoate). Yield: 86.0%. Procedure details: The compound of example 251 was prepared analogous to compound of example 225 by hydrolysis of compound of example 250. Yields the product COC=1C=C(C=CC1)NC(NC1=CC=C(C=C1)C=1C=C2CN(C(C2=CC1)=O)[C@H](C(=O)O)C(C)C)=O ((S)-2-(5-(4-(3-(3-Methoxyphenyl)ureido)phenyl)-1-oxoisoindolin-2-yl)-3-methylbutanoic acid). The reactants are CS(=O)(=O)O, CSCCC(N)C(=O)O, N, COc1ccc(-c2nc(C(F)(F)F)cn2CCO)cc1. Product: OCCn1cc(C(F)(F)F)nc1-c1ccc(O)cc1. As a reaction SMILES: [CH3:31][S:32](=[O:33])(=[O:34])[OH:35].[NH2:21][CH:22]([C:23]([OH:24])=[O:25])[CH2:26][CH2:27][S:28][CH3:29].[NH3:30].[OH:1][CH2:2][CH2:3][n:4]1[c:5](-[c:13]2[cH:14][cH:15][c:16]([O:19][CH3:20])[cH:17][cH:18]2)[n:6][c:7]([C:9]([F:10])([F:11])[F:12])[cH:8]1>>[OH:1][CH2:2][CH2:3][n:4]1[c:5](-[c:13]2[cH:14][cH:15][c:16]([OH:19])[cH:17][cH:18]2)[n:6][c:7]([C:9]([F:10])([F:11])[F:12])[cH:8]1. The reactants are BrCCCOC1=C(C=C(C=C1)CC(C(=O)O)OC)OC (3-[4-(3-Bromo-propoxy)-3-methoxy-phenyl]-2-methoxy-propionic acid), FC(C1=CC=C(OC2=CC=C(C=C2)O)C=C1)(F)F (4-(4-Trifluoromethyl-phenoxy)-phenol). The product is COC(C(=O)O)CC1=CC(=C(C=C1)OCCCOC1=CC=C(C=C1)OC1=CC=C(C=C1)C(F)(F)F)OC (2-Methoxy-3-(3-methoxy-4-{3-[4-(4-trifluoromethyl-phenoxy)-phenoxy]-propoxy}-phenyl)-propionic acid). Reaction SMILES: Br[CH2:2][CH2:3][CH2:4][O:5][C:6]1[CH:11]=[CH:10][C:9]([CH2:12][CH:13]([O:17][CH3:18])[C:14]([OH:16])=[O:15])=[CH:8][C:7]=1[O:19][CH3:20].[F:21][C:22]([F:38])([F:37])[C:23]1[CH:36]=[CH:35][C:26]([O:27][C:28]2[CH:33]=[CH:32][C:31]([OH:34])=[CH:30][CH:29]=2)=[CH:25][CH:24]=1>>[CH3:18][O:17][CH:13]([CH2:12][C:9]1[CH:10]=[CH:11][C:6]([O:5][CH2:4][CH2:3][CH2:2][O:34][C:31]2[CH:32]=[CH:33][C:28]([O:27][C:26]3[CH:35]=[CH:36][C:23]([C:22]([F:21])([F:37])[F:38])=[CH:24][CH:25]=3)=[CH:29][CH:30]=2)=[C:7]([O:19][CH3:20])[CH:8]=1)[C:14]([OH:16])=[O:15]. Procedure: The title compound was prepared from 3-[4-(3-Bromo-propoxy)-3-methoxy-phenyl]-2-methoxy-propionic acid (Example 175, Step B) and 4-(4-Trifluoromethyl-phenoxy)-phenol following the Standard Procedure J. MS (ES) for C27H27F3O7 [M+Na]+: 543. The reactants are CCOC(C)=O, C=C(C)c1cnc2c(N)nc3ccccc3c2c1, CO, [H][H]. Product: CC(C)c1cnc2c(N)nc3ccccc3c2c1. RXN SMILES: [C:23]([O:24][CH2:25][CH3:26])(=[O:27])[CH3:28].[CH2:1]=[C:2]([CH3:3])[c:4]1[cH:5][n:6][c:7]2[c:8]([NH2:18])[n:9][c:10]3[c:11]([c:12]2[cH:13]1)[cH:14][cH:15][cH:16][cH:17]3.[CH3:21][OH:22].[H:19][H:20]>>[CH3:1][CH:2]([CH3:3])[c:4]1[cH:5][n:6][c:7]2[c:8]([NH2:18])[n:9][c:10]3[c:11]([c:12]2[cH:13]1)[cH:14][cH:15][cH:16][cH:17]3.